This data is from the Open Reaction Database (ORD), a public repository of structured organic reaction records. The task is: describe an organic reaction: reactants, conditions, products, and yield Starting materials: CCCC1CCC(C2CCC(CCI)CC2)CC1, C1CCOC1, C1CCOC1, CCCCCC, CC(C)[N-]C(C)C, Fc1cccc(F)n1, [Li+]. Yields the product CCCC1CCC(C2CCC(CCc3ccc(F)nc3F)CC2)CC1. RXN SMILES: [CH2:17]([CH2:18][CH3:19])[CH:20]1[CH2:21][CH2:22][CH:23]([CH:26]2[CH2:27][CH2:28][CH:29]([CH2:32][CH2:33][I:34])[CH2:30][CH2:31]2)[CH2:24][CH2:25]1.[CH2:35]1[O:36][CH2:37][CH2:38][CH2:39]1.[CH2:40]1[O:41][CH2:42][CH2:43][CH2:44]1.[CH3:45][CH2:46][CH2:47][CH2:48][CH2:49][CH3:50].[CH:1]([N-:2][CH:3]([CH3:4])[CH3:5])([CH3:6])[CH3:7].[F:9][c:10]1[n:11][c:12]([F:16])[cH:13][cH:14][cH:15]1.[Li+:8]>>[F:9][c:10]1[n:11][c:12]([F:16])[cH:13][cH:14][c:15]1[CH2:33][CH2:32][CH:29]1[CH2:28][CH2:27][CH:26]([CH:23]2[CH2:22][CH2:21][CH:20]([CH2:17][CH2:18][CH3:19])[CH2:25][CH2:24]2)[CH2:31][CH2:30]1. Starting materials: BrBr, CCOC(C)=O, CC1=CC(=O)OC1=O. Yields the product CC1=C(Br)C(=O)OC1=O. RXN SMILES: [Br:9][Br:10].[CH3:11][CH2:12][O:13][C:14](=[O:15])[CH3:16].[CH3:1][C:2]1=[CH:6][C:5](=[O:7])[O:4][C:3]1=[O:8]>>[CH3:1][C:2]1=[C:6]([Br:9])[C:5](=[O:7])[O:4][C:3]1=[O:8]. Yields the product CC(C)(C)OC(=O)NC(CC=Cc1ccc(Br)cc1)C(=O)OC1CCCC1. Reaction SMILES: [Br:21][c:22]1[cH:23][cH:24][c:25]([I:28])[cH:26][cH:27]1.[C:57]([O-:58])(=[O:59])[CH3:60].[C:62]([O-:63])(=[O:64])[CH3:65].[CH2:37]([N+:38]([CH2:39][CH2:40][CH2:41][CH3:42])([CH2:43][CH2:44][CH2:45][CH3:46])[CH2:47][CH2:48][CH2:49][CH3:50])[CH2:51][CH2:52][CH3:53].[CH3:54][C:55]#[N:56].[CH:1]1([O:6][C:7]([CH:8]([CH2:9][CH:10]=[CH2:11])[NH:12][C:13](=[O:14])[O:15][C:16]([CH3:17])([CH3:18])[CH3:19])=[O:20])[CH2:2][CH2:3][CH2:4][CH2:5]1.[I-:36].[N:34]#[N:35].[Na+:33].[O-:29][C:30]([OH:31])=[O:32].[Pd+2:61]>>[CH:1]1([O:6][C:7]([CH:8]([CH2:9][CH:10]=[CH:11][c:25]2[cH:24][cH:23][c:22]([Br:21])[cH:27][cH:26]2)[NH:12][C:13](=[O:14])[O:15][C:16]([CH3:17])([CH3:18])[CH3:19])=[O:20])[CH2:2][CH2:3][CH2:4][CH2:5]1. The reactants are Brc1ccc(I)cc1, CC(=O)[O-], CC(=O)[O-], CCCC[N+](CCCC)(CCCC)CCCC, CC#N, C=CCC(NC(=O)OC(C)(C)C)C(=O)OC1CCCC1, [I-], N#N, [Na+], O=C([O-])O, [Pd+2]. The product is CN1C(=O)C(c2c[nH]c3ccccc23)=C(c2cn(C)c3ccccc23)C1=O. As a reaction SMILES: [Br-:10].[Br:14][C:15]1=[C:20]([c:21]2[cH:22][n:23]([CH3:30])[c:24]3[cH:25][cH:26][cH:27][cH:28][c:29]23)[C:19](=[O:31])[N:18]([CH3:32])[C:16]1=[O:17].[CH2:11]([Mg+:12])[CH3:13].[CH3:46][c:47]1[cH:48][cH:49][cH:50][cH:51][cH:52]1.[OH:33][C:34]([CH2:35][C:36]([C:37](=[O:38])[OH:39])([CH2:40][C:41](=[O:42])[OH:43])[OH:44])=[O:45].[nH:1]1[cH:2][cH:3][c:4]2[cH:5][cH:6][cH:7][cH:8][c:9]12>>[nH:1]1[cH:2][c:3]([C:15]2=[C:20]([c:21]3[cH:22][n:23]([CH3:30])[c:24]4[cH:25][cH:26][cH:27][cH:28][c:29]34)[C:19](=[O:31])[N:18]([CH3:32])[C:16]2=[O:17])[c:4]2[cH:5][cH:6][cH:7][cH:8][c:9]12. Starting materials: [Br-], CN1C(=O)C(Br)=C(c2cn(C)c3ccccc23)C1=O, CC[Mg+], Cc1ccccc1, O=C(O)CC(O)(CC(=O)O)C(=O)O, c1ccc2[nH]ccc2c1. The reactants are product, C(CCCCCCC)[Mg]Br (octylmagnesium bromide), C1CCOC1 (THF), C1CCOC1 (THF). Run at time 3.5 hour. The product is C(CCCCCCC)C(=O)CCCCCCCC (bis-octyl ketone). The yield is 88.0%. As a reaction SMILES: [CH2:1]([Mg]Br)[CH2:2][CH2:3][CH2:4][CH2:5][CH2:6][CH2:7][CH3:8].[CH2:11]1[CH2:15][O:14][CH2:13][CH2:12]1>>[CH2:1]([C:13]([CH2:12][CH2:11][CH2:15][CH2:1][CH2:2][CH2:3][CH2:4][CH3:5])=[O:14])[CH2:2][CH2:3][CH2:4][CH2:5][CH2:6][CH2:7][CH3:8]. Procedure: To a solution of the product of Example 1 (4.0 g, 14.5 mmol) in THF (100 mL) was added a solution of 2M octylmagnesium bromide in THF (20 mL, 40 mmol) dropwise. After stirring for 3.5 hr, the solution was quenched with saturated NH4Cl, acidified with 1N HCl, and was extracted with EtOAc. The combined organic layers were washed with brine and dried over MgSO4. The solvent was removed under reduced pressure and the residue was chromatographed on silica gel. Elution with 7.5% ethyl acetate in hexan... The reactants are CCC(O)c1cccc(CN(C)Cc2ccc(C(C)(C)C)cc2)c1, ClCCl, CCOCC, O=[Cr](=O)([O-])O[Cr](=O)(=O)[O-], [Mg+2], O=S(=O)([O-])[O-], c1cc[nH+]cc1, c1cc[nH+]cc1. Product: CCC(=O)c1cccc(CN(C)Cc2ccc(C(C)(C)C)cc2)c1. As a reaction SMILES: [C:22]([CH3:23])([CH3:24])([CH3:25])[c:26]1[cH:27][cH:28][c:29]([CH2:30][N:31]([CH3:32])[CH2:33][c:34]2[cH:35][c:36]([CH:40]([CH2:41][CH3:42])[OH:43])[cH:37][cH:38][cH:39]2)[cH:44][cH:45]1.[CH2:57]([Cl:58])[Cl:59].[CH3:46][CH2:47][O:48][CH2:49][CH3:50].[Cr:1]([O:2][Cr:3]([O-:4])(=[O:5])=[O:6])([O-:7])(=[O:8])=[O:9].[Mg+2:51].[O-:52][S:53](=[O:54])(=[O:55])[O-:56].[nH+:10]1[cH:11][cH:12][cH:13][cH:14][cH:15]1.[nH+:16]1[cH:17][cH:18][cH:19][cH:20][cH:21]1>>[C:22]([CH3:23])([CH3:24])([CH3:25])[c:26]1[cH:27][cH:28][c:29]([CH2:30][N:31]([CH3:32])[CH2:33][c:34]2[cH:35][c:36]([C:40]([CH2:41][CH3:42])=[O:43])[cH:37][cH:38][cH:39]2)[cH:44][cH:45]1.